The task is: describe an organic reaction: reactants, conditions, products, and yield. This data is from the Open Reaction Database (ORD), a public repository of structured organic reaction records. Starting materials: C[O-].[Na+] (sodium methoxide), 20, OC1=C(C=C(C=C1)C)C(C)=O (1-(2-hydroxy-5-methylphenyl)ethanone), ClCC1OC1 ((chloromethyl)oxirane). The solvent is CO (methanol). Conditions: time 1 hour. Product: 15, CC=1C=CC(=C(C1)C(C)=O)OCC1OC1 (1-[5-methyl-2-(oxiranylmethoxy)phenyl]ethanone). The yield is 55.0%. Reaction SMILES: [OH:1][C:2]1[CH:7]=[CH:6][C:5]([CH3:8])=[CH:4][C:3]=1[C:9](=[O:11])[CH3:10].Cl[CH2:13][CH:14]1[CH2:16][O:15]1.C[O-].[Na+]>CO>[CH3:8][C:5]1[CH:6]=[CH:7][C:2]([O:1][CH2:13][CH:14]2[CH2:16][O:15]2)=[C:3]([C:9](=[O:11])[CH3:10])[CH:4]=1 |f:2.3|. Procedure details: To a stirred mixture of 20 parts of 1-(2-hydroxy-5-methylphenyl)ethanone, 50.5 parts of (chloromethyl)oxirane and 40 parts of methanol are added dropwise 25 parts of sodium methoxide solution 30%. Upon completion, stirring is continued for 1 hour at room temperature. The reaction mixture is filtered and the filtrate is evaporated. The residue is dissolved in methylbenzene. The latter is washed with water, dried, filtered and evaporated. The residue is distilled, yielding 15 parts (55%) of 1-[5-m...